Dataset: the Open Reaction Database (ORD), a public repository of structured organic reaction records. Task: describe an organic reaction: reactants, conditions, products, and yield Starting materials: CS(C)=O, Cl, Oc1ccc2nc(I)sc2c1, N#C[K], C1COCCOCCOCCOCCOCCO1, O. The product is N#Cc1nc2ccc(O)cc2s1. Reaction SMILES: [CH3:35][S:36](=[O:37])[CH3:38].[ClH:33].[I:1][c:2]1[s:3][c:4]2[c:5]([n:6]1)[cH:7][cH:8][c:9]([OH:11])[cH:10]2.[K:12][C:13]#[N:14].[O:15]1[CH2:16][CH2:17][O:18][CH2:19][CH2:20][O:21][CH2:22][CH2:23][O:24][CH2:25][CH2:26][O:27][CH2:28][CH2:29][O:30][CH2:31][CH2:32]1.[OH2:34]>>[c:2]1([C:13]#[N:14])[s:3][c:4]2[c:5]([n:6]1)[cH:7][cH:8][c:9]([OH:11])[cH:10]2. Reactants: ClC1=NC=CC(=N1)C1=NC(=CC(=C1)C1=CC=C(C=C1)C(F)(F)F)C (2-chloro-4-[6-methyl-4-(4-trifluoromethylphenyl)-pyridin-2-yl]-pyrimidine), C(C)(C)(C)NS(=O)(=O)C=1C=C(C=CC1)B(O)O (3-(tert-butylsulfamoyl)-benzeneboronic acid). The product is C(C)(C)(C)NS(=O)(=O)C1=CC(=CC=C1)C1=NC=CC(=N1)C1=NC(=CC(=C1)C1=CC=C(C=C1)C(F)(F)F)C (N-tert-Butyl-3-{4-[6-methyl-4-(4-trifluoromethyl-phenyl)-pyridin-2-yl]-pyrimidin-2-yl}-benzenesulfonamide), solid. Yield: 64.0%. Reaction SMILES: Cl[C:2]1[N:7]=[C:6]([C:8]2[CH:13]=[C:12]([C:14]3[CH:19]=[CH:18][C:17]([C:20]([F:23])([F:22])[F:21])=[CH:16][CH:15]=3)[CH:11]=[C:10]([CH3:24])[N:9]=2)[CH:5]=[CH:4][N:3]=1.[C:25]([NH:29][S:30]([C:33]1[CH:34]=[C:35](B(O)O)[CH:36]=[CH:37][CH:38]=1)(=[O:32])=[O:31])([CH3:28])([CH3:27])[CH3:26]>>[C:25]([NH:29][S:30]([C:33]1[CH:34]=[CH:35][CH:36]=[C:37]([C:2]2[N:7]=[C:6]([C:8]3[CH:13]=[C:12]([C:14]4[CH:19]=[CH:18][C:17]([C:20]([F:23])([F:22])[F:21])=[CH:16][CH:15]=4)[CH:11]=[C:10]([CH3:24])[N:9]=3)[CH:5]=[CH:4][N:3]=2)[CH:38]=1)(=[O:32])=[O:31])([CH3:28])([CH3:26])[CH3:27]. Reported procedure: The title compound was prepared from 2-chloro-4-[6-methyl-4-(4-trifluoromethylphenyl)-pyridin-2-yl]-pyrimidine (example E.83) (0.5 g, 1.432 mmol) and commercially available 3-(tert-butylsulfamoyl)-benzeneboronic acid (0.404 g, 1.575 mmol) according to the general procedure VI. Obtained as a white solid (0.10 g, 13%) and additional off-white solid (0.48 g, 64%). MS (ISP) 527.2 [(M+H)+]; mp 218° C.